Dataset: the Open Reaction Database (ORD), a public repository of structured organic reaction records. Task: describe an organic reaction: reactants, conditions, products, and yield The reactants are C1=CCCCC1 (cyclohexene), O1CCCC1.B (borane tetrahydrofuran), [OH-].[Na+] (NaOH), C(C1=CC=CC=C1)N(C(C)=O)CC1=C(C=CC(=C1)C(F)(F)F)C=1C(=NC=C(C1)C#C[Si](C)(C)C)OC (N-Benzyl-N-[2-(2-methoxy-5-trimethylsilanylethynyl-pyridin-3-yl)-5-trifluoromethyl-benzyl]-acetamide), OO (hydrogen peroxide), Cl (HCl). Run in C1CCOC1 (THF), C1CCOC1 (THF), CO (MeOH). Reaction conditions: temperature 0 celsius, time 1.5 hour. The product is C(C1=CC=CC=C1)N(C(C)=O)CC1=C(C=CC(=C1)C(F)(F)F)C=1C(=NC=C(C1)C#C)OC (N-Benzyl-N-[2-(5-ethynyl-2-methoxy-pyridin-3-yl)-5-trifluoromethyl-benzyl]-acetamide). As a reaction SMILES: C1CCCCC=1.O1CCCC1.B.[CH2:13]([N:20]([CH2:24][C:25]1[CH:30]=[C:29]([C:31]([F:34])([F:33])[F:32])[CH:28]=[CH:27][C:26]=1[C:35]1[C:36]([O:47][CH3:48])=[N:37][CH:38]=[C:39]([C:41]#[C:42][Si](C)(C)C)[CH:40]=1)[C:21](=[O:23])[CH3:22])[C:14]1[CH:19]=[CH:18][CH:17]=[CH:16][CH:15]=1.[OH-].[Na+].OO.Cl>C1COCC1.CO>[CH2:13]([N:20]([CH2:24][C:25]1[CH:30]=[C:29]([C:31]([F:32])([F:33])[F:34])[CH:28]=[CH:27][C:26]=1[C:35]1[C:36]([O:47][CH3:48])=[N:37][CH:38]=[C:39]([C:41]#[CH:42])[CH:40]=1)[C:21](=[O:23])[CH3:22])[C:14]1[CH:15]=[CH:16][CH:17]=[CH:18][CH:19]=1 |f:1.2,4.5|. Reported procedure: To cyclohexene (0.12 mL, 1.14 mmol) in THF (0.3 mL) at 0° C. was added borane tetrahydrofuran complex (1M in THF; 0.53 mL, 0.53 mmol), and the reaction was stirred for 1.5 hours. N-Benzyl-N-[2-(2-methoxy-5-trimethylsilanylethynyl-pyridin-3-yl)-5-trifluoromethyl-benzyl]-acetamide (0.084 g, 0.15 mmol) in THF (2 mL) was added dropwise, and the reaction was stirred for 1 hour at room temperature. The mixture was cooled to 0° C., and MeOH (0.9 mL) was added, followed by 1N aqueous NaOH (0.53 mL, 0.53... Reactants: COC(C1=CC=C(C=C1)C(=O)N1C2=C(N(C([C@H](C1)NC([C@H](C)N(C)C(=O)OC(C)(C)C)=O)=O)CC1=C(C=CC3=CC(=CC=C13)Br)OC)C=CC=C2)=O (4-{(S)-5-(6-bromo-2-methoxy-naphthalen-1-ylmethyl)-3-[(S)-2-(tert-butoxycarbonyl-methyl-amino)-propionylamino]-4-oxo-2,3,4,5-tetrahydro-benzo[b][1,4]diazepine-1-carbonyl}-benzoic acid methyl ester), COC(C1=CC=C(C=C1)C(=O)N1C2=C(N(C([C@H](C1)NC([C@H](C)N(C)C(=O)OC(C)(C)C)=O)=O)CC1=C(C=CC3=CC(=CC=C13)Br)OC)C=CC=C2)=O (4-{(S)-5-(6-bromo-2-methoxy-naphthalen-1-ylmethyl)-3-[(S)-2-(tert-butoxycarbonyl-methyl-amino)-propionylamino]-4-oxo-2,3,4,5-tetrahydro-benzo[b][1,4]diazepine-1-carbonyl}-benzoic acid methyl ester), O[Li].O (LiOH.H2O). Run in C1CCOC1.CO.O (THF MeOH water), O (water). The product is BrC=1C=C2C=CC(=C(C2=CC1)CN1C2=C(N(C[C@@H](C1=O)NC([C@H](C)N(C)C(=O)OC(C)(C)C)=O)C(=O)C1=CC=C(C(=O)O)C=C1)C=CC=C2)OC (4-{(S)-5-(6-Bromo-2-methoxy-naphthalen-1-ylmethyl)-3-[(S)-2-(tert-butoxycarbonyl-methyl-amino)-propionylamino]-4-oxo-2,3,4,5-tetrahydro-benzo[b][1,4]diazepine-1-carbonyl}-benzoic acid). Isolated yield 91.6%. As a reaction SMILES: C[O:2][C:3](=[O:52])[C:4]1[CH:9]=[CH:8][C:7]([C:10]([N:12]2[CH2:18][C@H:17]([NH:19][C:20](=[O:32])[C@@H:21]([N:23]([C:25]([O:27][C:28]([CH3:31])([CH3:30])[CH3:29])=[O:26])[CH3:24])[CH3:22])[C:16](=[O:33])[N:15]([CH2:34][C:35]3[C:44]4[C:39](=[CH:40][C:41]([Br:45])=[CH:42][CH:43]=4)[CH:38]=[CH:37][C:36]=3[O:46][CH3:47])[C:14]3[CH:48]=[CH:49][CH:50]=[CH:51][C:13]2=3)=[O:11])=[CH:6][CH:5]=1.O[Li].O>C1COCC1.CO.O.O>[Br:45][C:41]1[CH:40]=[C:39]2[C:44](=[CH:43][CH:42]=1)[C:35]([CH2:34][N:15]1[C:16](=[O:33])[C@@H:17]([NH:19][C:20](=[O:32])[C@@H:21]([N:23]([C:25]([O:27][C:28]([CH3:30])([CH3:31])[CH3:29])=[O:26])[CH3:24])[CH3:22])[CH2:18][N:12]([C:10]([C:7]3[CH:8]=[CH:9][C:4]([C:3]([OH:52])=[O:2])=[CH:5][CH:6]=3)=[O:11])[C:13]3[CH:51]=[CH:50][CH:49]=[CH:48][C:14]1=3)=[C:36]([O:46][CH3:47])[CH:37]=[CH:38]2 |f:1.2,3.4.5|. Procedure details: To a solution of 4-{(S)-5-(6-bromo-2-methoxy-naphthalen-1-ylmethyl)-3-[(S)-2-(tert-butoxycarbonyl-methyl-amino)-propionylamino]-4-oxo-2,3,4,5-tetrahydro-benzo[b][1,4]diazepine-1-carbonyl}-benzoic acid methyl ester (Intermediate 19) (4 g, 5.175 mmol) in THF-MeOH-water 1:1:1 (90 mL) were slowly added a solution of LiOH.H2O solution (574 mg, 13.6 m mol) in water. After 4 h the mixture was concentrated, the residue was diluted with water and acidified to pH˜3 with 1 N HCl. The mixture was extracted ... Reactants: FC1=C(C=CC=C1)C(C1=C(C(=C(C=C1)OC)C)C)=O (2'-fluoro-4-methoxy-2,3-dimethylbenzophenone), [Al+3].[Cl-].[Cl-].[Cl-] (AlCl3), Cl (HCl). Run in C1=CC=CC=C1 (benzene). Yields the product FC1=C(C=CC=C1)C(C1=C(C(=C(C=C1)O)C)C)=O (2'-fluoro-4-hydroxy-2,3-dimethylbenzophenone). RXN SMILES: [F:1][C:2]1[CH:7]=[CH:6][CH:5]=[CH:4][C:3]=1[C:8](=[O:19])[C:9]1[CH:14]=[CH:13][C:12]([O:15]C)=[C:11]([CH3:17])[C:10]=1[CH3:18].[Al+3].[Cl-].[Cl-].[Cl-].Cl>C1C=CC=CC=1>[F:1][C:2]1[CH:7]=[CH:6][CH:5]=[CH:4][C:3]=1[C:8](=[O:19])[C:9]1[CH:14]=[CH:13][C:12]([OH:15])=[C:11]([CH3:17])[C:10]=1[CH3:18] |f:1.2.3.4|. Reported procedure: To a solution of 42 g (0.163 m) of 2'-fluoro-4-methoxy-2,3-dimethylbenzophenone of Example 1A in 350 ml of dry benzene, 43.5 g (0.326 m) of AlCl3 is added. The mixture is refluxed 21 hours, poured onto 120 ml concentrated HCl and ice and extracted with ether. The ether extract is washed with water, dried (Na2CO3) and evaporated to give pure 2'-fluoro-4-hydroxy-2,3-dimethylbenzophenone, 39.4 g (98%). An analytical sample is recrystallized from ethanol/H2O, m.p. 131°-132° C. Reactants: CC(C)([O-])C.[Na+] (Sodium tert-butoxide), Cl (HCl), C(=C)C1=CC=C(C(=O)OC)C=C1 (methyl 4-vinylbenzoate), S(=O)(=O)(C1=CC=C(C)C=C1)C[N+]#[C-] (tosylmethyl isocyanide). Solvent: CS(=O)C (DMSO), O (water), CS(=O)C (DMSO). Reaction conditions: time 16 hour. Product: N1C=C(C=C1)C1=CC=C(C(=O)OC)C=C1 (methyl 4-(1H-pyrrol-3-yl)-benzoate). Yield: 25.7%. As a reaction SMILES: [CH3:1][C:2]([CH3:5])([O-])[CH3:3].[Na+].C(C1[CH:18]=[CH:17][C:12]([C:13]([O:15][CH3:16])=[O:14])=[CH:11][CH:10]=1)=C.S([CH2:29][N+:30]#[C-])(C1C=CC(C)=CC=1)(=O)=O.Cl>CS(C)=O.O>[NH:30]1[CH:29]=[CH:3][C:2]([C:5]2[CH:18]=[CH:17][C:12]([C:13]([O:15][CH3:16])=[O:14])=[CH:11][CH:10]=2)=[CH:1]1 |f:0.1|. Procedure details: Sodium tert-butoxide (3.681 g, 38.3 mmol, 2.0 eq.) is suspended in anhydrous DMSO under nitrogen. To this a solution of methyl 4-vinylbenzoate (3.11 g 19.15 mmol, 1.0 eq.) and tosylmethyl isocyanide (4.86 g, 24.89 mmol, 1.3 eq.) in anhydrous DMSO is transferred via cannula. The dark brown mixture is stirred at room temperature for 16 hrs. The mixture is adjusted to pH 6 by addition of 10% HCl solution, diluted with water and extracted with ethyl acetate (3×50 mL). The combined organic extract is... Starting materials: N1CCC(CC1)C(=O)OCC (ethyl piperidine-4-carboxylate), ClCC1=CC(=NC=C1)C1=CC(=C(C(=C1)OC)OC)OC (4-chloromethyl-2-(3,4,5-trimethoxyphenyl)pyridine), C([O-])([O-])=O.[K+].[K+] (potassium carbonate). The solvent is C(C)#N (acetonitrile). Run at time 4 hour. Yields the product COC=1C=C(C=C(C1OC)OC)C1=NC=CC(=C1)CN1CCC(CC1)C(=O)OCC (Ethyl 1-[[2-(3,4,5-Trimethoxyphenyl)pyridin-4-yl]methyl]piperidine-4-carboxylate). Reaction SMILES: [NH:1]1[CH2:6][CH2:5][CH:4]([C:7]([O:9][CH2:10][CH3:11])=[O:8])[CH2:3][CH2:2]1.Cl[CH2:13][C:14]1[CH:19]=[CH:18][N:17]=[C:16]([C:20]2[CH:25]=[C:24]([O:26][CH3:27])[C:23]([O:28][CH3:29])=[C:22]([O:30][CH3:31])[CH:21]=2)[CH:15]=1.C(=O)([O-])[O-].[K+].[K+]>C(#N)C>[CH3:27][O:26][C:24]1[CH:25]=[C:20]([C:16]2[CH:15]=[C:14]([CH2:13][N:1]3[CH2:6][CH2:5][CH:4]([C:7]([O:9][CH2:10][CH3:11])=[O:8])[CH2:3][CH2:2]3)[CH:19]=[CH:18][N:17]=2)[CH:21]=[C:22]([O:30][CH3:31])[C:23]=1[O:28][CH3:29] |f:2.3.4|. Reported procedure: To a solution of ethyl piperidine-4-carboxylate (514 mg) and 4-chloromethyl-2-(3,4,5-trimethoxyphenyl)pyridine (969 mg) in acetonitrile (20 mL) was added potassium carbonate (452 mg). The mixture was stirred at room temperature for 4 hours and evaporated. The residual oil was subjected to a column of silica gel and eluted using hexane-ethyl acetate (2:1) and then chloroform-methanol (40:1). Fractions containing the product were collected and evaporated to give the title compound as white prisms. Reactants: ( 103 ), [Si](C)(C)(C(C)(C)C)OCCCN1C(=CC2=CC(=CC=C12)OC)C=CC1=C(C=CC=C1OC)Cl (1-(3-{[tert-Butyl(dimethyl)silyl]oxy}propyl)-2-[2-(2-chloro-6-methoxyphenyl)ethenyl]-5-methoxy-1H-indole), III, C1(C=CC(N1)=O)=O (maleimide). Yields the product ClC1=C(C(=CC=C1)OC)C1CC=2NC=3C=CC(=CC3C2C2C1C(NC2=O)=O)OC (4-(2-chloro-6-methoxyphenyl)-9-methoxy-4,5,6,10c-tetrahydropyrrolo[3,4-c]carbazole-1,3(2H,3aH)-dione), [Si](C)(C)(C(C)(C)C)OCCCN1C=2C=CC(=CC2C=2C3C(C(CC12)C1=C(C=CC=C1)OC)C(NC3=O)=O)OC (6-(3-{[tert-Butyl(dimethyl)silyl]oxy}propyl)-9-methoxy-4-(2-methoxyphenyl)-4,5,6,10c-tetrahydropyrrolo[3,4-c]carbazole-1,3(2H, 3aH)-dione). Procedure: The reaction of 1-(3-{[tert-Butyl(dimethyl)silyl]oxy}propyl)-2-[2-(2-chloro-6-methoxyphenyl)ethenyl]-5-methoxy-1H-indole (III; Ar=2-chloro-6-methoxyphenyl, R10═CH2CH2CH2OSiMe2t-Bu) (103) prepared as described in example 56 with maleimide using the procedure described in example 68 gave 6-(3-[tert-Butyl(dimethyl)silyl]oxy}propyl)-4-(2-chloro-6-methoxyphenyl)-9-methoxy-4,5,6,10c-tetrahydropyrrolo[3,4-c]carbazole-1,3(2H,3aH)-dione (IV; Ar=2-chloro-6-methoxyphenyl, R10═CH2CH2CH2OSiMe2t-Bu) (104) in ... As a reaction SMILES: [Si:1]([O:8][CH2:9][CH2:10][CH2:11][N:12]1[C:20]2[C:15](=[CH:16][C:17]([O:21][CH3:22])=[CH:18][CH:19]=2)[CH:14]=[C:13]1[CH:23]=[CH:24][C:25]1[C:30]([O:31][CH3:32])=[CH:29][CH:28]=[CH:27][C:26]=1[Cl:33])([C:4]([CH3:7])([CH3:6])[CH3:5])([CH3:3])[CH3:2].[C:34]1(=[O:40])[NH:38][C:37](=[O:39])[CH:36]=[CH:35]1>>[Cl:33][C:26]1[CH:27]=[CH:28][CH:29]=[C:30]([O:31][CH3:32])[C:25]=1[CH:24]1[CH:36]2[C:37](=[O:39])[NH:38][C:34](=[O:40])[CH:35]2[C:14]2[C:15]3[CH:16]=[C:17]([O:21][CH3:22])[CH:18]=[CH:19][C:20]=3[NH:12][C:13]=2[CH2:23]1.[Si:1]([O:8][CH2:9][CH2:10][CH2:11][N:12]1[C:13]2[CH2:23][CH:24]([C:25]3[CH:26]=[CH:27][CH:28]=[CH:29][C:30]=3[O:31][CH3:32])[CH:36]3[C:37](=[O:39])[NH:38][C:34](=[O:40])[CH:35]3[C:14]=2[C:15]2[CH:16]=[C:17]([O:21][CH3:22])[CH:18]=[CH:19][C:20]1=2)([C:4]([CH3:7])([CH3:6])[CH3:5])([CH3:3])[CH3:2]. Reactants: [BH4-], O=C(O)C(=O)O, CCO, CCN(C(C)C)C(C)C, O=Cc1cccc(OCC(F)(F)F)c1, NCCc1c[nH]c2cc(F)ccc12, [Na+]. Product: Fc1ccc2c(CCNCc3cccc(OCC(F)(F)F)c3)c[nH]c2c1. As a reaction SMILES: [BH4-:43].[C:1]([OH:2])(=[O:3])[C:4]([OH:5])=[O:6].[CH3:45][CH2:46][OH:47].[CH:20]([N:21]([CH2:22][CH3:23])[CH:24]([CH3:25])[CH3:26])([CH3:27])[CH3:28].[F:29][C:30]([CH2:31][O:32][c:33]1[cH:34][c:35]([CH:36]=[O:37])[cH:38][cH:39][cH:40]1)([F:41])[F:42].[F:7][c:8]1[cH:9][c:10]2[nH:11][cH:12][c:13]([CH2:14][CH2:15][NH2:16])[c:17]2[cH:18][cH:19]1.[Na+:44]>>[F:7][c:8]1[cH:9][c:10]2[nH:11][cH:12][c:13]([CH2:14][CH2:15][NH:16][CH2:36][c:35]3[cH:34][c:33]([O:32][CH2:31][C:30]([F:29])([F:41])[F:42])[cH:40][cH:39][cH:38]3)[c:17]2[cH:18][cH:19]1. The reactants are COC(=O)c1sccc1O, CO, ClCCl, O=C(O)COc1ncc(C(=O)Nc2ccc(F)cc2)cn1. Yields the product COC(=O)c1sccc1OC(=O)COc1ncc(C(=O)Nc2ccc(F)cc2)cn1. As a reaction SMILES: [CH3:22][O:23][C:24](=[O:25])[c:26]1[s:27][cH:28][cH:29][c:30]1[OH:31].[CH3:35][OH:36].[Cl:32][CH2:33][Cl:34].[F:1][c:2]1[cH:3][cH:4][c:5]([NH:8][C:9](=[O:10])[c:11]2[cH:12][n:13][c:14]([O:17][CH2:18][C:19](=[O:20])[OH:21])[n:15][cH:16]2)[cH:6][cH:7]1>>[F:1][c:2]1[cH:3][cH:4][c:5]([NH:8][C:9](=[O:10])[c:11]2[cH:12][n:13][c:14]([O:17][CH2:18][C:19]([O:20][c:30]3[c:26]([C:24]([O:23][CH3:22])=[O:25])[s:27][cH:28][cH:29]3)=[O:21])[n:15][cH:16]2)[cH:6][cH:7]1. Reactants: CO, [Na+], CCOC(=O)C(Oc1ccccc1)Oc1ccc(N2CCCCC2)cc1, [OH-]. Yields the product O=C(O)C(Oc1ccccc1)Oc1ccc(N2CCCCC2)cc1. Reaction SMILES: [CH3:29][OH:30].[Na+:28].[O:1]([c:2]1[cH:3][cH:4][cH:5][cH:6][cH:7]1)[CH:8]([C:9](=[O:10])[O:11][CH2:12][CH3:13])[O:14][c:15]1[cH:16][cH:17][c:18]([N:21]2[CH2:22][CH2:23][CH2:24][CH2:25][CH2:26]2)[cH:19][cH:20]1.[OH-:27]>>[O:1]([c:2]1[cH:3][cH:4][cH:5][cH:6][cH:7]1)[CH:8]([C:9](=[O:10])[OH:11])[O:14][c:15]1[cH:16][cH:17][c:18]([N:21]2[CH2:22][CH2:23][CH2:24][CH2:25][CH2:26]2)[cH:19][cH:20]1.